From a dataset of the Open Reaction Database (ORD), a public repository of structured organic reaction records. describe an organic reaction: reactants, conditions, products, and yield Starting materials: N (ammonia), ClC1=C(C=CC#N)C=CC=C1 (o-chlorocinnamonitrile), N (ammonia), [Na] (Sodium), [Na] (sodium), solid, [N+](=O)([O-])[O-].[NH4+] (ammonium nitrate). Reagents/catalysts: [N+](=O)([O-])[O-].[Fe+3].[N+](=O)([O-])[O-].[N+](=O)([O-])[O-] (iron (III) nitrate). Run at time 3 hour. Product: C(#N)C1CC=2C1=CC=CC2 (1-Cyanobenzocyclobutene). Yield: 50.0%. As a reaction SMILES: N.[Na].Cl[C:4]1[CH:13]=[CH:12][CH:11]=[CH:10][C:5]=1[CH:6]=[CH:7][C:8]#[N:9].[N+]([O-])([O-])=O.[NH4+]>[N+]([O-])([O-])=O.[Fe+3].[N+]([O-])([O-])=O.[N+]([O-])([O-])=O>[C:8]([CH:7]1[C:10]2=[CH:11][CH:12]=[CH:13][CH:4]=[C:5]2[CH2:6]1)#[N:9] |f:3.4,5.6.7.8,^1:1|. Procedure: A 3-liter, three-necked flask equipped with a dry ice condenser, mechanical stirrer and Claisen adapter fitted with an ammonia gas inlet and nitrogen inlet is rinsed with acetone, dried in an oven at 125° C., and heated with an air gun while flushing with nitrogen. The apparatus is cooled in a dry ice-acetone bath and the condenser is filled with a dry ice-acetone mixture. Ammonia gas flow is initiated and 600 ml is condensed out. The ammonia inlet tube is replaced by a stopper, and 0.4 g of pow... Reactants: NC1=CC=NC=C1 (4- aminopyridine), [C@@H]12[C@@H](CCCC1)C(=O)OC2=O (cis-1,2-cyclohexanedicarboxylic acid anhydride), CS(=O)(=O)O (methane sulfonic acid). The solvent is C=1(C(=CC=CC1)C)C (xylene). Reaction conditions: time 18 hour. Product: N1=CC=C(C=C1)N1C(C2CCCCC2C1=O)=O (2-(4-pyridyl)-hexahydroisoindole-1,3-dione). As a reaction SMILES: [NH2:1][C:2]1[CH:7]=[CH:6][N:5]=[CH:4][CH:3]=1.[C@@H:8]12[C:17](=O)[O:16][C:14](=[O:15])[C@@H:9]1[CH2:10][CH2:11][CH2:12][CH2:13]2.CS(O)(=O)=O>C1(C)C(C)=CC=CC=1>[N:5]1[CH:6]=[CH:7][C:2]([N:1]2[C:14](=[O:15])[CH:9]3[CH:8]([CH2:13][CH2:12][CH2:11][CH2:10]3)[C:17]2=[O:16])=[CH:3][CH:4]=1. Procedure: The starting material is prepared as follows: The mixture of 23.5 g of 4- aminopyridine, 38.5 g of cis-1,2-cyclohexanedicarboxylic acid anhydride and 400 ml of xylene is refluxed for 42 hours while stirring and separating the water formed. After the first half-hour, and after 18 hours, 1 ml of methane sulfonic acid is added to the mixture. It is filtered hot, the crystals formed after cooling are filtered off and recrystallized from isopropanol, to yield the 2-(4-pyridyl)-hexahydroisoindole-1,3-... Reported procedure: An amylase inhibitor, TAI-B; being a white amorphous powder; having a decomposition point at 169°-174° C.; containing carbon, hydrogen and nitrogen with the analytical values (%) of C: 42.20, H: 6.47, N: 2.08; having an optical rotatory value of [α]D20 =+142°(c=0.5%, water); having a pKa value of 4.5 (in water); being of molecular weight 650-700 as determined; being soluble in water and dimethylsulfoxide, slightly soluble in methanol and pyridine, and insoluble in ethanol, ethylacetate, chlorofo... Starting materials: [H][H] (hydrogen), N1=CC=CC=C1 (pyridine), CC(=O)C (acetone), C(C)OC(C)=O (ethylacetate), C(Cl)(Cl)Cl (chloroform). Run in C(C)O (ethanol), CS(=O)C (dimethylsulfoxide), O (water), CO (methanol), O (water), O (water). Yields the product C1=CC=CC=2CC3=CC=CC=C3C(C12)=O (anthrone). As a reaction SMILES: [H][H].C(O[C:6](=[O:8])[CH3:7])C.C(Cl)(Cl)Cl.[CH3:13][C:14]([CH3:16])=O.N1[CH:22]=[CH:21][CH:20]=[CH:19][CH:18]=1>O.CS(C)=O.CO.C(O)C>[CH:13]1[C:7]2[C:6](=[O:8])[C:22]3[C:21](=[CH:18][CH:19]=[CH:20][CH:21]=3)[CH2:20][C:19]=2[CH:18]=[CH:16][CH:14]=1. Reactants: COC(CC1=CNC2=CC=CC=C12)=O (indole-3-acetic acid methyl ester), N1=C(C=CC2=CC=CC=C12)COC1=CC=C(CCl)C=C1 (4-(quinolin-2-ylmethoxy)benzyl chloride). Yields the product COC(CC1=CN(C2=CC=CC=C12)CC1=CC=C(C=C1)OCC1=NC2=CC=CC=C2C=C1)=O (1-[4-(Quinolin-2-ylmethoxy)benzyl]indol-3-acetic acid methyl ester). As a reaction SMILES: [CH3:1][O:2][C:3](=[O:14])[CH2:4][C:5]1[C:13]2[C:8](=[CH:9][CH:10]=[CH:11][CH:12]=2)[NH:7][CH:6]=1.[N:15]1[C:24]2[C:19](=[CH:20][CH:21]=[CH:22][CH:23]=2)[CH:18]=[CH:17][C:16]=1[CH2:25][O:26][C:27]1[CH:34]=[CH:33][C:30]([CH2:31]Cl)=[CH:29][CH:28]=1>>[CH3:1][O:2][C:3](=[O:14])[CH2:4][C:5]1[C:13]2[C:8](=[CH:9][CH:10]=[CH:11][CH:12]=2)[N:7]([CH2:31][C:30]2[CH:29]=[CH:28][C:27]([O:26][CH2:25][C:16]3[CH:17]=[CH:18][C:19]4[C:24](=[CH:23][CH:22]=[CH:21][CH:20]=4)[N:15]=3)=[CH:34][CH:33]=2)[CH:6]=1. Procedure details: This compound was prepared from indole-3-acetic acid methyl ester (J.C.S., 2581, 1955) and 4-(quinolin-2-ylmethoxy)benzyl chloride (example 1a) by the method described in Example 1b, part i.